Dataset: the Open Reaction Database (ORD), a public repository of structured organic reaction records. Task: describe an organic reaction: reactants, conditions, products, and yield Reported procedure: A stirred solution of ethyl 4-(4-chlorobenzylamino)-benzoate (5.8 g; 0.02 mole) in pyridine (50 ml) was treated dropwise with ethyl chloroformate (2.5 g; 0.023 mole) at room temperature. The mixture was heated to 100° C. for 30 minutes, cooled and added to iced water (100 ml). After neutralisation with dilute hydrochloric acid the product was extracted into dichloromethane (2×100 ml), washed with water (1×100 ml), dried (anhydrous MgSO4) and the solvent evaporated. The residual oil was purified ... Solvent: N1=CC=CC=C1 (pyridine). Reactants: ClC1=CC=C(CNC2=CC=C(C(=O)OCC)C=C2)C=C1 (ethyl 4-(4-chlorobenzylamino)-benzoate), ClC(=O)OCC (ethyl chloroformate), O (water). The product is C(C)OC(=O)C1=CC=C(C=C1)N(C(OCC)=O)CC1=CC=C(C=C1)Cl (ethyl N-(4-ethoxycarbonylphenyl)-N-(4-chlorobenzyl)-carbamate). Reaction SMILES: [Cl:1][C:2]1[CH:20]=[CH:19][C:5]([CH2:6][NH:7][C:8]2[CH:18]=[CH:17][C:11]([C:12]([O:14][CH2:15][CH3:16])=[O:13])=[CH:10][CH:9]=2)=[CH:4][CH:3]=1.Cl[C:22]([O:24][CH2:25][CH3:26])=[O:23].O>N1C=CC=CC=1>[CH2:15]([O:14][C:12]([C:11]1[CH:17]=[CH:18][C:8]([N:7]([CH2:6][C:5]2[CH:19]=[CH:20][C:2]([Cl:1])=[CH:3][CH:4]=2)[C:22](=[O:23])[O:24][CH2:25][CH3:26])=[CH:9][CH:10]=1)=[O:13])[CH3:16]. Conditions: temperature 100 celsius. Starting materials: ice, ClC=1C=C(C=CC1F)NC1=NC=NC2=CC(=C(C=C12)[N+](=O)[O-])F (4-[(3-chloro-4-fluoro-phenyl)amino]-7-fluoro-6-nitro-quinazoline), [H-].[Na+] (sodium hydride), O1C(CCCC1)OCCO (2-(tetrahydropyran-2-yloxy)-ethanol). The solvent is O1CCCC1 (tetrahydrofuran), O1CCCC1 (tetrahydrofuran). Conditions: temperature 35 celsius, time 15 minute. Product: ClC=1C=C(C=CC1F)NC1=NC=NC2=CC(=C(C=C12)[N+](=O)[O-])OCCOC1OCCCC1 (4-[(3-chloro-4-fluoro-phenyl)amino]-7-[2-(tetrahydropyran-2-yloxy)-ethoxy]-6-nitro-quinazoline). Reaction SMILES: [H-].[Na+].[O:3]1[CH2:8][CH2:7][CH2:6][CH2:5][CH:4]1[O:9][CH2:10][CH2:11][OH:12].[Cl:13][C:14]1[CH:15]=[C:16]([NH:21][C:22]2[C:31]3[C:26](=[CH:27][C:28](F)=[C:29]([N+:32]([O-:34])=[O:33])[CH:30]=3)[N:25]=[CH:24][N:23]=2)[CH:17]=[CH:18][C:19]=1[F:20]>O1CCCC1>[Cl:13][C:14]1[CH:15]=[C:16]([NH:21][C:22]2[C:31]3[C:26](=[CH:27][C:28]([O:12][CH2:11][CH2:10][O:9][CH:4]4[CH2:5][CH2:6][CH2:7][CH2:8][O:3]4)=[C:29]([N+:32]([O-:34])=[O:33])[CH:30]=3)[N:25]=[CH:24][N:23]=2)[CH:17]=[CH:18][C:19]=1[F:20] |f:0.1|. Procedure details: 3.64 g of sodium hydride (60%) are added batchwise to 13.00 g of 2-(tetrahydropyran-2-yloxy)-ethanol in 250 ml of tetrahydrofuran while cooling with an ice bath. Then the reaction mixture is heated to about 30-40° C. in a water bath and stirred for 15 minutes. It is then cooled again in the ice bath and combined with 15.60 g of 4-[(3-chloro-4-fluoro-phenyl)amino]-7-fluoro-6-nitro-quinazoline in 50 ml of tetrahydrofuran. The reaction mixture immediately turns dark red. After 10 minutes the ice ba... Starting materials: CC(=O)OC(C)=O, CC(=O)O, O=C1CNC(=O)N1, OP(O)O. Product: O=C1CN(CP(=O)(O)O)C(=O)N1. Reaction SMILES: [CH3:12][C:13]([O:14][C:15](=[O:16])[CH3:17])=[O:18].[CH3:19][C:20](=[O:21])[OH:22].[O:1]=[C:2]1[CH2:3][NH:4][C:5](=[O:6])[NH:7]1.[P:8]([OH:9])([OH:10])[OH:11]>>[O:1]=[C:2]1[CH2:3][N:4]([CH2:12][P:8](=[O:9])([OH:10])[OH:11])[C:5](=[O:6])[NH:7]1. The reactants are CC1(OB(OC1(C)C)C=1C=NNC1)C (4,4,5,5-Tetramethyl-2-(1H-pyrazol-4-yl)-1,3,2-dioxaborolane), C([O-])([O-])=O.[K+].[K+] (potassium carbonate), BrCCCC(=O)OCC (ethyl 4-bromobutyrate). Solvent: CN(C=O)C (dimethylformamide). Conditions: temperature 75 celsius, time 6 hour. The product is C(C)OC(CCCN1N=CC(=C1)B1OC(C(O1)(C)C)(C)C)=O (4-[4-(4,4,5,5-tetramethyl-[1,3,2]dioxaborolan-2-yl)-pyrazol-1-yl]-butyric acid ethyl ester). Yield: 84.0%. Reaction SMILES: [CH3:1][C:2]1([CH3:14])[C:6]([CH3:8])([CH3:7])[O:5][B:4]([C:9]2[CH:10]=[N:11][NH:12][CH:13]=2)[O:3]1.C(=O)([O-])[O-].[K+].[K+].Br[CH2:22][CH2:23][CH2:24][C:25]([O:27][CH2:28][CH3:29])=[O:26]>CN(C)C=O>[CH2:28]([O:27][C:25](=[O:26])[CH2:24][CH2:23][CH2:22][N:12]1[CH:13]=[C:9]([B:4]2[O:5][C:6]([CH3:7])([CH3:8])[C:2]([CH3:14])([CH3:1])[O:3]2)[CH:10]=[N:11]1)[CH3:29] |f:1.2.3|. Reported procedure: 4,4,5,5-Tetramethyl-2-(1H-pyrazol-4-yl)-1,3,2-dioxaborolane (25.0 g), dimethylformamide (200 ml), potassium carbonate (44.5 g) and ethyl 4-bromobutyrate (36.9 ml) were mixed at room temperature and stirred at 75° C. for 6 hr. The reaction mixture was cooled to room temperature, and the insoluble material was filtered off through celite. To the filtrate was added water (150 ml) and the mixture was extracted twice with ethyl acetate (100 ml, 50 ml). To the aqueous layer was added water (100 ml) ag... Reactants: CCOC(C)=O, CO, COc1ccc([N+](=O)[O-])c2ccn(C(C)C)c12, [Pd]. Product: COc1ccc(N)c2ccn(C(C)C)c12. As a reaction SMILES: [C:18]([O:19][CH2:20][CH3:21])(=[O:22])[CH3:23].[CH3:24][OH:25].[CH:1]([CH3:2])([CH3:3])[n:4]1[cH:5][cH:6][c:7]2[c:8]([N+:15]([O-:16])=[O:17])[cH:9][cH:10][c:11]([O:13][CH3:14])[c:12]12.[Pd:26]>>[CH:1]([CH3:2])([CH3:3])[n:4]1[cH:5][cH:6][c:7]2[c:8]([NH2:15])[cH:9][cH:10][c:11]([O:13][CH3:14])[c:12]12. Procedure: A mixture of 4-amino-6-[2-(5-bromopyrimidin-2-yloxy)ethoxy]-5-(2-methoxyphenoxy)-2-(2-pyrimidinyl)-pyrimidine (100 mg), sodium hydride (60 dispersion, 53.5 mg) and tetrahydrofuran (3 ml) is stirred at room temperature for 20 minutes. To the mixture is added thiophenesulfonyl chloride (23.4 mg), and the mixture is stirred for 22 hours. The reaction solution is treated with a saturated aqueous ammonium chloride solution, and extracted with ethyl acetate. The ethyl acetate layer is washed, dried, a... As a reaction SMILES: [NH2:1][C:2]1[C:7]([O:8][C:9]2[CH:14]=[CH:13][CH:12]=[CH:11][C:10]=2[O:15][CH3:16])=[C:6]([O:17][CH2:18][CH2:19][O:20][C:21]2[N:26]=[CH:25][C:24]([Br:27])=[CH:23][N:22]=2)[N:5]=[C:4]([C:28]2[N:33]=[CH:32][CH:31]=[CH:30][N:29]=2)[N:3]=1.[H-].[Na+].[S:36]1[CH:40]=[CH:39][CH:38]=[C:37]1[S:41](Cl)(=[O:43])=[O:42].[Cl-].[NH4+]>O1CCCC1>[Br:27][C:24]1[CH:23]=[N:22][C:21]([O:20][CH2:19][CH2:18][O:17][C:6]2[N:5]=[C:4]([C:28]3[N:33]=[CH:32][CH:31]=[CH:30][N:29]=3)[N:3]=[C:2]([NH:1][S:41]([C:37]3[S:36][CH:40]=[CH:39][CH:38]=3)(=[O:43])=[O:42])[C:7]=2[O:8][C:9]2[CH:14]=[CH:13][CH:12]=[CH:11][C:10]=2[O:15][CH3:16])=[N:26][CH:25]=1 |f:1.2,4.5|. Starting materials: [Cl-].[NH4+] (ammonium chloride), NC1=NC(=NC(=C1OC1=C(C=CC=C1)OC)OCCOC1=NC=C(C=N1)Br)C1=NC=CC=N1 (4-amino-6-[2-(5-bromopyrimidin-2-yloxy)ethoxy]-5-(2-methoxyphenoxy)-2-(2-pyrimidinyl)-pyrimidine), [H-].[Na+] (sodium hydride), S1C(=CC=C1)S(=O)(=O)Cl (thiophenesulfonyl chloride). Solvent: O1CCCC1 (tetrahydrofuran). The product is BrC=1C=NC(=NC1)OCCOC1=C(C(=NC(=N1)C1=NC=CC=N1)NS(=O)(=O)C=1SC=CC1)OC1=C(C=CC=C1)OC (N-{6-[2-(5-Bromopyrimidin-2-yloxy)ethoxy]-5-(2-methoxyphenoxy)-2-(2-pyrimidinyl)pyrimidin-4-yl}-2-thiophenesulfonamide). Reaction conditions: time 20 minute. The yield is 58.2%. The reactants are BrC=1C=C(O[C@H]([C@H](CCC)C2=CC=C(C(=O)NCCC(=O)O)C=C2)C2=CC=C(C=C2)Cl)C=C(C1Cl)C(F)(F)F (N-(4-{(1R)-1-[(R)-[3-Bromo-4-chloro-5-(trifluoromethyl)phenoxy](4-chlorophenyl)methyl]butyl}benzoyl)-β-alanine), CN(C)C=O (DMF). Reagents/catalysts: C=1C=CC(=CC1)[P](C=2C=CC=CC2)(C=3C=CC=CC3)[Pd]([P](C=4C=CC=CC4)(C=5C=CC=CC5)C=6C=CC=CC6)([P](C=7C=CC=CC7)(C=8C=CC=CC8)C=9C=CC=CC9)[P](C=1C=CC=CC1)(C=1C=CC=CC1)C=1C=CC=CC1 ((Ph3P)4Pd), [C-]#N.[Zn+2].[C-]#N (zinc cyanide). Yields the product ClC1=C(C=C(O[C@H]([C@H](CCC)C2=CC=C(C(=O)NCCC(=O)O)C=C2)C2=CC=C(C=C2)Cl)C=C1C(F)(F)F)C#N (N-(4-{(1R)-1-[(R)-[4-chloro-3-cyano-5-(trifluoromethyl)phenoxy](4-chlorophenyl)methyl]butyl}benzoyl)-β-alanine). RXN SMILES: Br[C:2]1[CH:3]=[C:4]([CH:32]=[C:33]([C:36]([F:39])([F:38])[F:37])[C:34]=1[Cl:35])[O:5][C@@H:6]([C:25]1[CH:30]=[CH:29][C:28]([Cl:31])=[CH:27][CH:26]=1)[C@@H:7]([C:11]1[CH:24]=[CH:23][C:14]([C:15]([NH:17][CH2:18][CH2:19][C:20]([OH:22])=[O:21])=[O:16])=[CH:13][CH:12]=1)[CH2:8][CH2:9][CH3:10].[CH3:40][N:41](C=O)C>C1C=CC([P]([Pd]([P](C2C=CC=CC=2)(C2C=CC=CC=2)C2C=CC=CC=2)([P](C2C=CC=CC=2)(C2C=CC=CC=2)C2C=CC=CC=2)[P](C2C=CC=CC=2)(C2C=CC=CC=2)C2C=CC=CC=2)(C2C=CC=CC=2)C2C=CC=CC=2)=CC=1.[C-]#N.[Zn+2].[C-]#N>[Cl:35][C:34]1[C:33]([C:36]([F:39])([F:38])[F:37])=[CH:32][C:4]([O:5][C@@H:6]([C:25]2[CH:30]=[CH:29][C:28]([Cl:31])=[CH:27][CH:26]=2)[C@@H:7]([C:11]2[CH:24]=[CH:23][C:14]([C:15]([NH:17][CH2:18][CH2:19][C:20]([OH:22])=[O:21])=[O:16])=[CH:13][CH:12]=2)[CH2:8][CH2:9][CH3:10])=[CH:3][C:2]=1[C:40]#[N:41] |f:3.4.5,^1:48,50,69,88|. Reported procedure: The product from Step B (200 mg, 0.309 mmol), (Ph3P)4Pd (107 mg, 0.093 mmol), and zinc cyanide (54.4 mg, 0.473 mmol) were stirred in DMF (3 mL) at 120° C. for 24 hours. After cooling to RT, the mixture was filtered through celite, then the filtrate was concentrated. The resulting residue was purified by reverse phase HPLC eluting with 60-100% acetonitrile/water+0.1% TFA. Following lyophilization, this afforded the title compound. 1H NMR (500 MHz, (CD3)2CO): δ 7.78 (d, J=8.5 Hz, 2H); 7.62 (d, J=3... Starting materials: C(CCC)OC1=CC=C2C3=C(C(OC2=C1F)=O)C(=C(C=C3)C3CCC(CC3)CCCCC)F (3-butoxy-4,7-difluoro-8-(4-pentylcyclohexyl)-benzo[c]chromen-6-one), COC=1C=CC(=CC1)P2(=S)SP(=S)(S2)C=3C=CC(=CC3)OC (Lawesson's reagent). Solvent: ClC1=CC=CC=C1 (chlorobenzene). Yields the product C(CCC)OC1=CC=C2C3=C(C(OC2=C1F)=S)C(=C(C=C3)C3CCC(CC3)CCCCC)F (3-butoxy-4,7-difluoro-8-(4-pentylcyclohexyl)benzo[c]chromene-6-thione). Isolated yield 65.3%. RXN SMILES: [CH2:1]([O:5][C:6]1[C:15]([F:16])=[C:14]2[C:9]([C:10]3[CH:21]=[CH:20][C:19]([CH:22]4[CH2:27][CH2:26][CH:25]([CH2:28][CH2:29][CH2:30][CH2:31][CH3:32])[CH2:24][CH2:23]4)=[C:18]([F:33])[C:11]=3[C:12](=O)[O:13]2)=[CH:8][CH:7]=1)[CH2:2][CH2:3][CH3:4].COC1C=CC(P2(SP(C3C=CC(OC)=CC=3)(=S)S2)=[S:43])=CC=1>ClC1C=CC=CC=1>[CH2:1]([O:5][C:6]1[C:15]([F:16])=[C:14]2[C:9]([C:10]3[CH:21]=[CH:20][C:19]([CH:22]4[CH2:27][CH2:26][CH:25]([CH2:28][CH2:29][CH2:30][CH2:31][CH3:32])[CH2:24][CH2:23]4)=[C:18]([F:33])[C:11]=3[C:12](=[S:43])[O:13]2)=[CH:8][CH:7]=1)[CH2:2][CH2:3][CH3:4]. Reported procedure: 11.7 g (25.6 mmol) of 3-butoxy-4,7-difluoro-8-(4-pentylcyclohexyl)-benzo[c]chromen-6-one and 11.4 g (28.2 mmol) of Lawesson's reagent were refluxed for 16 hours in 130 ml of chlorobenzene. The solution was subsequently filtered through silica gel and evaporated, and the crude product was purified by crystallisation from MTB ether, giving 7.9 g (65%) of 3-butoxy-4,7-difluoro-8-(4-pentylcyclohexyl)benzo[c]chromene-6-thione as yellow crystals. The reactants are C1(=CC=C(C=C1)S(=O)(=O)C#N)C (p-toluenesulfonyl cyanide), N=[N+]=[N-] (hydrazoic acid). The solvent is C1=CC=CC=C1 (benzene). Yields the product C1(=CC=C(C=C1)S(=O)(=O)C1=NN=NN1)C (5-p-Toluenesulfonyltetrazole). RXN SMILES: [C:1]1([CH3:12])[CH:6]=[CH:5][C:4]([S:7]([C:10]#[N:11])(=[O:9])=[O:8])=[CH:3][CH:2]=1.[NH:13]=[N+:14]=[N-:15]>C1C=CC=CC=1>[C:1]1([CH3:12])[CH:2]=[CH:3][C:4]([S:7]([C:10]2[NH:15][N:14]=[N:13][N:11]=2)(=[O:8])=[O:9])=[CH:5][CH:6]=1. Procedure: A mixture of p-toluenesulfonyl cyanide (0.0 g.) and excess hydrazoic acid in 50 ml. of benzene is stirred at room temperature for 20 hours. The product is filtered off, dissolved in ether, filtered through celite and evaporated to a solid which on trituration with benzene has a melting point, 133°-135° C. Product: C(C)(=O)N1CCS(C2=C(C1)C(=CC=C2)Cl)=O (4-acetyl-6-chloro-2,3,4,5-tetrahydro-1,4-benzothiazepine 1-oxide). As a reaction SMILES: ClC1C=CC=C(C(OO)=[O:9])C=1.[C:12]([N:15]1[CH2:21][C:20]2[C:22]([Cl:26])=[CH:23][CH:24]=[CH:25][C:19]=2[S:18][CH2:17][CH2:16]1)(=[O:14])[CH3:13]>ClCCl>[C:12]([N:15]1[CH2:21][C:20]2[C:22]([Cl:26])=[CH:23][CH:24]=[CH:25][C:19]=2[S:18](=[O:9])[CH2:17][CH2:16]1)(=[O:14])[CH3:13]. Procedure: A solution of 3-chloroperbenzoic acid (1.14 g) in dichloromethane (100 ml) was added dropwise with cooling from 0° C. to -2° C. to a stirred solution of 4-acetyl-6-chloro-2,3,4,5-tetrahydro-1,4-benzothiazepine (1.34 g, prepared as Example 9 above) in dichloromethane (50 ml). The reaction mixture was stirred for 15 minutes, washed with water, dried and the solvent was removed by evaporation at reduced pressure. Purification of the residue by flash chromatography using dichloromethane/ethanol (95:... Reaction conditions: time 15 minute. The reactants are ClC1=CC(=CC=C1)C(=O)OO (3-chloroperbenzoic acid), C(C)(=O)N1CCSC2=C(C1)C(=CC=C2)Cl (4-acetyl-6-chloro-2,3,4,5-tetrahydro-1,4-benzothiazepine). The solvent is ClCCl (dichloromethane), ClCCl (dichloromethane).